Task: describe an organic reaction: reactants, conditions, products, and yield. Dataset: the Open Reaction Database (ORD), a public repository of structured organic reaction records The reactants are [BH4-].[Na+] (sodium borohydride), FC(OC1=CC=C(C=C(C#N)C#N)C=C1)(F)F ((4-(trifluoromethoxy)benzylidene)malononitrile), Cl (hydrochloric acid). Solvent: C(C)O (ethanol), O1CCCC1 (tetrahydrofuran). Yields the product FC(OC1=CC=C(CC(C#N)C#N)C=C1)(F)F ((4-(trifluoromethoxy)benzyl)malononitrile). Isolated yield 83.6%. RXN SMILES: [F:1][C:2]([F:17])([F:16])[O:3][C:4]1[CH:15]=[CH:14][C:7]([CH:8]=[C:9]([C:12]#[N:13])[C:10]#[N:11])=[CH:6][CH:5]=1.[BH4-].[Na+].Cl>O1CCCC1.C(O)C>[F:1][C:2]([F:16])([F:17])[O:3][C:4]1[CH:5]=[CH:6][C:7]([CH2:8][CH:9]([C:12]#[N:13])[C:10]#[N:11])=[CH:14][CH:15]=1 |f:1.2|. Reported procedure: Then, 2.61 g of (4-(trifluoromethoxy)benzylidene)malononitrile was dissolved in 20 ml of tetrahydrofuran, and while stirring at room temperature, a suspension of 0.11 g of sodium borohydride in 5 ml of ethanol was added dropwise, followed by stirring at room temperature for 30 minutes. Then, 10% hydrochloric acid was added, and the mixture was extracted with diethyl ether. The organic layer was successively washed with 10% hydrochloric acid, a saturated aqueous sodium chloride solution, dried ov... Starting materials: C1CCOC1, CN(C)Cc1c[nH]c2c([N+](=O)[O-])cccc12, CI, N#C[K], CN(C)C=O, O. Product: N#CCc1c[nH]c2c([N+](=O)[O-])cccc12. As a reaction SMILES: [CH2:28]1[O:29][CH2:30][CH2:31][CH2:32]1.[CH3:1][N:2]([CH2:3][c:4]1[cH:5][nH:6][c:7]2[c:8]([N+:13](=[O:14])[O-:15])[cH:9][cH:10][cH:11][c:12]12)[CH3:16].[I:17][CH3:18].[K:19][C:20]#[N:21].[O:22]=[CH:23][N:24]([CH3:25])[CH3:26].[OH2:27]>>[CH2:3]([c:4]1[cH:5][nH:6][c:7]2[c:8]([N+:13](=[O:14])[O-:15])[cH:9][cH:10][cH:11][c:12]12)[C:20]#[N:21]. Starting materials: amine, C(C)O (ethanol), C1=CC2=C(C=C1O)C(=CN2)CCN.Cl (serotonin hydrochloride), COC=1C=C(C=CC1OC)NC(CCCCC(C)=O)=O (N-(3,4-dimethoxyphenyl)-6-oxo-heptanamide). Run in C(C)(=O)OCC (ethyl acetate). Product: O.Cl.OC=1C=C2C(=CNC2=CC1)CCNC(CCCCC(=O)NC1=CC(=C(C=C1)OC)OC)C (6-[[2-(5-Hydroxy-1H-indol-3-yl)ethyl]amino]-N-(3,4-dimethoxyphenyl)-heptanamide, monohydrochloride hydrate), solid. Reaction SMILES: [CH:1]1[C:6]([OH:7])=[CH:5][C:4]2[C:8]([CH2:11][CH2:12][NH2:13])=[CH:9][NH:10][C:3]=2[CH:2]=1.[ClH:14].[CH3:15][O:16][C:17]1[CH:18]=[C:19]([NH:25][C:26](=[O:34])[CH2:27][CH2:28][CH2:29][CH2:30][C:31](=O)[CH3:32])[CH:20]=[CH:21][C:22]=1[O:23][CH3:24].C(O)C>C(OCC)(=O)C>[OH2:7].[ClH:14].[OH:7][C:6]1[CH:5]=[C:4]2[C:3](=[CH:2][CH:1]=1)[NH:10][CH:9]=[C:8]2[CH2:11][CH2:12][NH:13][CH:31]([CH3:32])[CH2:30][CH2:29][CH2:28][CH2:27][C:26]([NH:25][C:19]1[CH:20]=[CH:21][C:22]([O:23][CH3:24])=[C:17]([O:16][CH3:15])[CH:18]=1)=[O:34] |f:0.1,5.6.7|. Procedure: The compound was prepared as in Example 2B except using 178 mg of serotonin hydrochloride and using N-(3,4-dimethoxyphenyl)-6-oxo-heptanamide (225 mg), running the reaction 21 hours at ca. 25° C. The compound as the free amine had an Rf of 0.5 in 10:90 ethanol:ethyl acetate. The title compound was obtained as a tan solid (247 mg). Anal. Calc. for C25H33N3O4.HCl.0.3 H2O: C, 63.37; H, 7.24; N, 8.73. Found: C, 62.58; H, 7.41. IR(KBr): 3348, 1610, 1514, 1450, 1224, 1020, 792 cm-1. CIMS (CH4):440 (10... The reactants are CCOC(=O)C(=O)OCC, CN([SiH](C)C)[Si](C)(C)C, [Li]CCCC, O=C1CC2CCC1c1ccccc12, O=C(O)c1nn(-c2ccc(Cl)cc2Cl)c2c1C1CCC2c2ccccc21. Product: CCOC(=O)C(=O)C1C(=O)C2CCC1c1ccccc12. As a reaction SMILES: [C:54]([C:55](=[O:56])[O:57][CH2:58][CH3:59])(=[O:60])[O:61][CH2:62][CH3:63].[CH3:40][SiH:41]([CH3:42])[N:43]([CH3:44])[Si:45]([CH3:46])([CH3:47])[CH3:48].[CH3:49][CH2:50][CH2:51][CH2:52][Li:53].[CH:27]12[c:28]3[cH:29][cH:30][cH:31][cH:32][c:33]3[CH:34]([C:35](=[O:37])[CH2:36]1)[CH2:38][CH2:39]2.[Cl:1][c:2]1[cH:3][c:4]([Cl:5])[cH:6][cH:7][c:8]1-[n:9]1[n:10][c:11]([C:12]([OH:13])=[O:14])[c:15]2[c:26]1[CH:19]1[CH2:18][CH2:17][CH:16]2[c:21]2[c:20]1[cH:25][cH:24][cH:23][cH:22]2>>[CH:27]12[c:28]3[cH:29][cH:30][cH:31][cH:32][c:33]3[CH:34]([C:35](=[O:37])[CH:36]1[C:54]([C:55](=[O:56])[O:57][CH2:58][CH3:59])=[O:60])[CH2:38][CH2:39]2. Reactants: CC(=O)OC(C)=O, O=[N+]([O-])O, OB(O)c1ccccc1. The product is O=[N+]([O-])c1ccccc1B(O)O. RXN SMILES: [C:14]([O:15][C:16](=[O:17])[CH3:18])(=[O:19])[CH3:20].[OH:10][N+:11]([O-:12])=[O:13].[OH:1][B:2]([OH:3])[c:4]1[cH:5][cH:6][cH:7][cH:8][cH:9]1>>[OH:1][B:2]([OH:3])[c:4]1[c:5]([N+:11](=[O:10])[O-:12])[cH:6][cH:7][cH:8][cH:9]1. Product: Cc1ncccc1-c1cc(Cl)ncc1C(=O)N(C)Cc1cc(C(F)(F)F)cc(C(F)(F)F)c1. Reaction SMILES: [CH3:52][CH2:53][O:54][C:55](=[O:56])[CH3:57].[CH:40]([N:41]([CH2:42][CH3:43])[CH:44]([CH3:45])[CH3:46])([CH3:47])[CH3:48].[Cl:1][c:2]1[cH:3][c:4](-[c:11]2[c:12]([CH3:17])[n:13][cH:14][cH:15][cH:16]2)[c:5]([C:8](=[O:9])[OH:10])[cH:6][n:7]1.[Cl:49][CH2:50][Cl:51].[F:23][C:24]([c:25]1[cH:26][c:27]([CH2:28][NH:29][CH3:30])[cH:31][c:32]([C:34]([F:35])([F:36])[F:37])[cH:33]1)([F:38])[F:39].[O:18]=[CH:19][N:20]([CH3:21])[CH3:22]>>[Cl:1][c:2]1[cH:3][c:4](-[c:11]2[c:12]([CH3:17])[n:13][cH:14][cH:15][cH:16]2)[c:5]([C:8](=[O:10])[N:29]([CH2:28][c:27]2[cH:26][c:25]([C:24]([F:23])([F:38])[F:39])[cH:33][c:32]([C:34]([F:35])([F:36])[F:37])[cH:31]2)[CH3:30])[cH:6][n:7]1. Starting materials: CCOC(C)=O, CCN(C(C)C)C(C)C, Cc1ncccc1-c1cc(Cl)ncc1C(=O)O, ClCCl, CNCc1cc(C(F)(F)F)cc(C(F)(F)F)c1, CN(C)C=O.